From a dataset of the Open Reaction Database (ORD), a public repository of structured organic reaction records. describe an organic reaction: reactants, conditions, products, and yield The yield is 81.4%. Reaction SMILES: [CH3:1][C:2]1[CH:3]=[C:4]([C:11](=[O:13])[CH3:12])[CH:5]=[CH:6][C:7]=1[N+:8]([O-:10])=[O:9].[H-].[Na+].[F:16][C:17]([F:24])([F:23])[C:18](OCC)=[O:19]>C1COCC1>[F:16][C:17]([F:24])([F:23])[C:18](=[O:19])[CH2:12][C:11]([C:4]1[CH:5]=[CH:6][C:7]([N+:8]([O-:10])=[O:9])=[C:2]([CH3:1])[CH:3]=1)=[O:13] |f:1.2|. The product is FC(C(CC(=O)C1=CC(=C(C=C1)[N+](=O)[O-])C)=O)(F)F (4,4,4-trifluoro-1-(3-methyl-4-nitro-phenyl)-butane-1,3-dione). Solvent: C1CCOC1 (THF). Procedure details: To a THF suspension of 1-(3-methyl-4-nitro-phenyl)-ethanone (2.0 g), sodium hydride (0.6 g) was slowly added and the mixture was stirred for 1 hour. After adding ethyl trifluoroacetate (1.6 g), the reaction mixture was refluxed for 5 hours. After cooling, the solvent was distilled off under reduced pressure. The residue was suspended in ethyl acetate and washed with 1N aqueous solution of hydrochloric acid. After drying the organic layer with sodium sulfate, the solvent was distilled off and the... Reaction conditions: time 1 hour. Starting materials: CC=1C=C(C=CC1[N+](=O)[O-])C(C)=O (1-(3-methyl-4-nitro-phenyl)-ethanone), [H-].[Na+] (sodium hydride), FC(C(=O)OCC)(F)F (ethyl trifluoroacetate). The reactants are C(#N)C=1C2=C(C(NC1)=O)N(N=C2C2CCCC2)C=2C=C(SC2)C(=O)OC (methyl 4-(4-cyano-3-cyclopentyl-7-oxo-6,7-dihydro-1H-pyrazolo[3,4-c]pyridin-1-yl)thiophene-2-carboxylate), C1CCOC1 (THF), [OH-].[Na+] (sodium hydroxide), Cl (hydrochloric acid). Run in O (water), CO (methanol). Conditions: time 15 hour. The product is C(#N)C=1C2=C(C(NC1)=O)N(N=C2C2CCCC2)C=2C=C(SC2)C(=O)O (4-(4-cyano-3-cyclopentyl-7-oxo-6,7-dihydro-1H-pyrazolo[3,4-c]pyridin-1-yl)thiophene-2-carboxylic acid). Yield: 98.2%. RXN SMILES: [C:1]([C:3]1[C:4]2[C:12]([CH:13]3[CH2:17][CH2:16][CH2:15][CH2:14]3)=[N:11][N:10]([C:18]3[CH:19]=[C:20]([C:23]([O:25]C)=[O:24])[S:21][CH:22]=3)[C:5]=2[C:6](=[O:9])[NH:7][CH:8]=1)#[N:2].C1COCC1.[OH-].[Na+].Cl>O.CO>[C:1]([C:3]1[C:4]2[C:12]([CH:13]3[CH2:17][CH2:16][CH2:15][CH2:14]3)=[N:11][N:10]([C:18]3[CH:19]=[C:20]([C:23]([OH:25])=[O:24])[S:21][CH:22]=3)[C:5]=2[C:6](=[O:9])[NH:7][CH:8]=1)#[N:2] |f:2.3|. Reported procedure: To a solution of methyl 4-(4-cyano-3-cyclopentyl-7-oxo-6,7-dihydro-1H-pyrazolo[3,4-c]pyridin-1-yl)thiophene-2-carboxylate (18 mg) in a mixed solvent of THF (1 mL), methanol (1 mL) and water (1 mL) was added 1N aqueous sodium hydroxide solution (0.195 mL), and the mixture was stirred at room temperature for 15 hr. To the reaction mixture was added 1N hydrochloric acid (0.195 mL), and the reaction mixture was concentrated under reduced pressure. To the residue was added water, and the resulting so... The reactants are CCO, [Cl-], Cl, O=C(NC1CCN(CCc2ccccc2[N+](=O)[O-])CC1)c1ccccc1, O. Reaction SMILES: [CH3:27][CH2:28][OH:29].[Cl-:30].[ClH:32].[N+:1]([O-:2])(=[O:3])[c:4]1[c:5]([CH2:10][CH2:11][N:12]2[CH2:13][CH2:14][CH:15]([NH:18][C:19]([c:20]3[cH:21][cH:22][cH:23][cH:24][cH:25]3)=[O:26])[CH2:16][CH2:17]2)[cH:6][cH:7][cH:8][cH:9]1.[OH2:31]>>[NH2:1][c:4]1[c:5]([CH2:10][CH2:11][N:12]2[CH2:13][CH2:14][CH:15]([NH:18][C:19]([c:20]3[cH:21][cH:22][cH:23][cH:24][cH:25]3)=[O:26])[CH2:16][CH2:17]2)[cH:6][cH:7][cH:8][cH:9]1. Product: Nc1ccccc1CCN1CCC(NC(=O)c2ccccc2)CC1. The reactants are C(CCCCCCCC)C1=CC=C(C=C1)CN1CC(CC1)(F)C(=O)OC ((R/S)-1-(4-nonylphenyl)methyl-3-fluoropyrrolidin-3-yl carboxylic acid, methyl ester), C(Cl)Cl.CO.[NH4+].[OH-] (CH2Cl2 MeOH NH4OH). Yields the product C(CCCCCCCC)C1=CC=C(C=C1)CN1CC(CC1)(O)C(=O)O ((R/S)-1-(4-Nonylphenyl)methyl-3-hydroxypyrrolidin-3-yl carboxylic acid). As a reaction SMILES: [CH2:1]([C:10]1[CH:15]=[CH:14][C:13]([CH2:16][N:17]2[CH2:21][CH2:20][C:19]([C:23]([O:25]C)=[O:24])(F)[CH2:18]2)=[CH:12][CH:11]=1)[CH2:2][CH2:3][CH2:4][CH2:5][CH2:6][CH2:7][CH2:8][CH3:9].C(Cl)Cl.C[OH:31].[NH4+].[OH-]>>[CH2:1]([C:10]1[CH:15]=[CH:14][C:13]([CH2:16][N:17]2[CH2:21][CH2:20][C:19]([C:23]([OH:25])=[O:24])([OH:31])[CH2:18]2)=[CH:12][CH:11]=1)[CH2:2][CH2:3][CH2:4][CH2:5][CH2:6][CH2:7][CH2:8][CH3:9] |f:1.2.3.4|. Procedure: The title compound was prepared using an analogous procedure described in EXAMPLE 34, Step E substituting (R/S)-1-(4-nonylphenyl)methyl-3-hydroxypyrrolidin-3-yl carboxylic acid, methyl ester (from Step A) for (R/S)-1-(4-nonylphenyl)methyl-3-fluoropyrrolidin-3-yl carboxylic acid, methyl ester: RF: 0.15 (90:10:1 v/v/v CH2Cl2/MeOH/NH4OH); 1H-NMR (500 MHz, CD3OD) δ 0.89 (t, J=6.9, 3H), 1.28-1.33 (m, 12H), 1.60-1.63 (m, 2H), 2.10 (m, 1H), 2.49 (m, 1H), 2.64 (t, J=7.7, 2H), 3.25 (m, 1H), 3.49-3.62 (m,...